This data is from the Open Reaction Database (ORD), a public repository of structured organic reaction records. The task is: describe an organic reaction: reactants, conditions, products, and yield Reactants: iii, N1(CCCC1)C1CCNCC1 (4-pyrrolidin-1-yl-piperidine), CC1=C(C(=O)O)C(=CC(=N1)C1=CC(=CC=C1)OC(F)(F)F)C (2,4-dimethyl-6-(3-trifluoromethoxy-phenyl)-nicotinic acid), acid chloride. The product is CC1=NC(=CC(=C1C(=O)N1CCC(CC1)N1CCCC1)C)C1=CC(=CC=C1)OC(F)(F)F ([2,4-Dimethyl-6-(3-trifluoromethoxy-phenyl)-pyridin-3-yl]-(4-pyrrolidin-1-yl-piperidin-1-yl)-methanone). RXN SMILES: [CH3:1][C:2]1[N:10]=[C:9]([C:11]2[CH:16]=[CH:15][CH:14]=[C:13]([O:17][C:18]([F:21])([F:20])[F:19])[CH:12]=2)[CH:8]=[C:7]([CH3:22])[C:3]=1[C:4]([OH:6])=O.[N:23]1([CH:28]2[CH2:33][CH2:32][NH:31][CH2:30][CH2:29]2)[CH2:27][CH2:26][CH2:25][CH2:24]1>>[CH3:1][C:2]1[C:3]([C:4]([N:31]2[CH2:32][CH2:33][CH:28]([N:23]3[CH2:27][CH2:26][CH2:25][CH2:24]3)[CH2:29][CH2:30]2)=[O:6])=[C:7]([CH3:22])[CH:8]=[C:9]([C:11]2[CH:16]=[CH:15][CH:14]=[C:13]([O:17][C:18]([F:19])([F:20])[F:21])[CH:12]=2)[N:10]=1. Procedure: In analogy to the procedures described for example 1, for intermediate 5B and for intermediate 1, the title compound has been prepared by the following reaction sequence: i) 6-chloro-2,4-dimethyl-nicotinic acid ethyl ester [Zhou, Y.; Bridger, G. J.; Skerlj, R. T.; Bogucki, D.; Yang, W.; Bourque, E.; Langille, J.; Li, T.-S.; Metz, M. U.S. Pat. Appl. Publ. (2005), US 2005277668 A1] was reacted with 3-trifluoromethoxy-phenyl boronic to give 2,4-dimethyl-6-(3-trifluoromethoxy-phenyl)-nicotinic acid ... Starting materials: C(C1=CC=CC=C1)OC1=C(C=CC=C1C(O)C=1C(=C(C=CC1)C1=CC=CC=C1)OC)C1=CC=CC=C1 ((2-(Benzyloxy)biphenyl-3-yl)(2-methoxybiphenyl-3-yl)methanol). The reagents and catalysts are [O-2].[O-2].[Mn+4] (manganese dioxide). Solvent: ClCCl (dichloromethane). Yields the product C(C1=CC=CC=C1)OC1=C(C=CC=C1C(=O)C=1C(=C(C=CC1)C1=CC=CC=C1)OC)C1=CC=CC=C1 ((2-(Benzyloxy)biphenyl-3-yl)(2-methoxybiphenyl-3-yl)methanone). Isolated yield 62.0%. As a reaction SMILES: [CH2:1]([O:8][C:9]1[C:14]([CH:15]([C:17]2[C:18]([O:29][CH3:30])=[C:19]([C:23]3[CH:28]=[CH:27][CH:26]=[CH:25][CH:24]=3)[CH:20]=[CH:21][CH:22]=2)[OH:16])=[CH:13][CH:12]=[CH:11][C:10]=1[C:31]1[CH:36]=[CH:35][CH:34]=[CH:33][CH:32]=1)[C:2]1[CH:7]=[CH:6][CH:5]=[CH:4][CH:3]=1>ClCCl.[O-2].[O-2].[Mn+4]>[CH2:1]([O:8][C:9]1[C:14]([C:15]([C:17]2[C:18]([O:29][CH3:30])=[C:19]([C:23]3[CH:24]=[CH:25][CH:26]=[CH:27][CH:28]=3)[CH:20]=[CH:21][CH:22]=2)=[O:16])=[CH:13][CH:12]=[CH:11][C:10]=1[C:31]1[CH:36]=[CH:35][CH:34]=[CH:33][CH:32]=1)[C:2]1[CH:3]=[CH:4][CH:5]=[CH:6][CH:7]=1 |f:2.3.4|. Reported procedure: A solution of crude 3 (3.46 mmol) in dichloromethane (60 mL) was treated with manganese dioxide (85%, 5.3 g, 15 equiv) and this suspension was stirred at reflux overnight. The solids were filtered out and washed with ethyl acetate. The solvent was removed in a rotary evaporator and the residue was chromatographed on silica (85 g) with 2% ethyl acetate in heptane (5 L). Pure 4 (0.48 g) as well as slightly impure 4 (1.01 g) were isolated (total yield 91%). Reactants: CO, Cl[Hg]Cl, O, c1ccc(C2(Cc3ccoc3)SCCCS2)cc1. Yields the product O=C(Cc1ccoc1)c1ccccc1. RXN SMILES: [CH3:20][OH:21].[Hg:22]([Cl:23])[Cl:24].[OH2:19].[c:1]1([C:7]2([CH2:13][c:14]3[cH:15][o:16][cH:17][cH:18]3)[S:8][CH2:9][CH2:10][CH2:11][S:12]2)[cH:2][cH:3][cH:4][cH:5][cH:6]1>>[c:1]1([C:7]([CH2:13][c:14]2[cH:15][o:16][cH:17][cH:18]2)=[O:19])[cH:2][cH:3][cH:4][cH:5][cH:6]1.